Task: describe an organic reaction: reactants, conditions, products, and yield. Dataset: the Open Reaction Database (ORD), a public repository of structured organic reaction records The reactants are CCCCCCCCCCCCCCCCOCC(CO)OC, CN(C)C=O, [H-], [Na+], O, OCc1cccc(CO)c1. Product: CCCCCCCCCCCCCCCCOCC(COCc1cccc(CO)c1)OC. As a reaction SMILES: [CH2:13]([CH2:14][CH2:15][CH2:16][CH2:17][CH2:18][CH2:19][CH2:20][CH2:21][CH2:22][CH2:23][CH2:24][CH2:25][CH2:26][CH2:27][CH3:28])[O:29][CH2:30][CH:31]([CH2:32][OH:33])[O:34][CH3:35].[CH3:37][N:38]([CH3:39])[CH:40]=[O:41].[H-:1].[Na+:2].[OH2:36].[c:3]1([CH2:11][OH:12])[cH:4][c:5]([CH2:9][OH:10])[cH:6][cH:7][cH:8]1>>[c:3]1([CH2:11][OH:12])[cH:4][c:5]([CH2:9][O:10][CH2:32][CH:31]([CH2:30][O:29][CH2:13][CH2:14][CH2:15][CH2:16][CH2:17][CH2:18][CH2:19][CH2:20][CH2:21][CH2:22][CH2:23][CH2:24][CH2:25][CH2:26][CH2:27][CH3:28])[O:34][CH3:35])[cH:6][cH:7][cH:8]1. The reactants are CCO, Cl, CC(C)(C)OC(=O)N1CCC(OCc2ccc(OC(F)(F)F)cc2)CC1. The product is FC(F)(F)Oc1ccc(COC2CCNCC2)cc1. As a reaction SMILES: [CH3:28][CH2:29][OH:30].[ClH:27].[F:1][C:2]([O:3][c:4]1[cH:5][cH:6][c:7]([CH2:8][O:9][CH:10]2[CH2:11][CH2:12][N:13]([C:16]([O:17][C:18]([CH3:19])([CH3:20])[CH3:21])=[O:22])[CH2:14][CH2:15]2)[cH:23][cH:24]1)([F:25])[F:26]>>[F:1][C:2]([O:3][c:4]1[cH:5][cH:6][c:7]([CH2:8][O:9][CH:10]2[CH2:11][CH2:12][NH:13][CH2:14][CH2:15]2)[cH:23][cH:24]1)([F:25])[F:26].